Dataset: the Open Reaction Database (ORD), a public repository of structured organic reaction records. Task: describe an organic reaction: reactants, conditions, products, and yield Starting materials: ClC=1C=C2C(=NC1)N(C=C2C2=NC=C(C(=N2)N[C@@H]2CN(CCC2)CC(F)(F)F)F)S(=O)(=O)C2=CC=C(C=C2)C (2-[5-chloro-1-(p-tolylsulfonyl)pyrrolo[2,3-b]pyridin-3-yl]-5-fluoro-N-[(3S)-1-(2,2,2-trifluoroethyl)-3-piperidyl]pyrimidin-4-amine), ClC=1C=C2C(=NC1)N(C=C2C2=NC=C(C(=N2)N[C@@H]2CN(CCC2)CC(F)(F)F)F)S(=O)(=O)C2=CC=C(C)C=C2 ((S)-2-(5-chloro-1-tosyl-1H-pyrrolo[2,3-b]pyridin-3-yl)-5-fluoro-N-(1-(2,2,2-trifluoroethyl)piperidin-3-yl)pyrimidin-4-amine), [Li+].[OH-] (LiOH). The solvent is [Cl-].[Na+].O (brine), C1CCOC1 (THF). Run at temperature 120 celsius. The product is ClC=1C=C2C(=NC1)NC=C2C2=NC=C(C(=N2)N[C@@H]2CN(CCC2)CC(F)(F)F)F ((S)-2-(5-chloro-1H-pyrrolo[2,3-b]pyridin-3-yl)-5-fluoro-N-(1-(2,2,2-trifluoroethyl)piperidin-3-yl)pyrimidin-4-amine). Reaction SMILES: [Cl:1][C:2]1[CH:3]=[C:4]2[C:10]([C:11]3[N:16]=[C:15]([NH:17][C@H:18]4[CH2:23][CH2:22][CH2:21][N:20]([CH2:24][C:25]([F:28])([F:27])[F:26])[CH2:19]4)[C:14]([F:29])=[CH:13][N:12]=3)=[CH:9][N:8](S(C3C=CC(C)=CC=3)(=O)=O)[C:5]2=[N:6][CH:7]=1.[Li+].[OH-]>C1COCC1.[Cl-].[Na+].O>[Cl:1][C:2]1[CH:3]=[C:4]2[C:10]([C:11]3[N:16]=[C:15]([NH:17][C@H:18]4[CH2:23][CH2:22][CH2:21][N:20]([CH2:24][C:25]([F:28])([F:26])[F:27])[CH2:19]4)[C:14]([F:29])=[CH:13][N:12]=3)=[CH:9][NH:8][C:5]2=[N:6][CH:7]=1 |f:1.2,4.5.6|. Reported procedure: To a solution of 2-[5-chloro-1-(p-tolylsulfonyl)pyrrolo[2,3-b]pyridin-3-yl]-5-fluoro-N-[(3S)-1-(2,2,2-trifluoroethyl)-3-piperidyl]pyrimidin-4-amine, 3a, (0.10 g, 0.18 mmol) in THF was added 1M LiOH (0.90 mL, 0.90 mmol) solution. The reaction mixture was heated in microwave at 120° C. for 10 minutes. The reaction mixture was diluted with brine, extracted with EtOAc, then with 20% isopropanol/CH2Cl2. The combined organic phases were dried (MgSO4), filtered and concentrated in vacuo. The resulting ...